describe an organic reaction: reactants, conditions, products, and yield From a dataset of the Open Reaction Database (ORD), a public repository of structured organic reaction records. Reactants: NC1=C(C=C(C=N1)C(C(=O)OC)(C)C)I (methyl 2-(6-amino-5-iodopyridin-3-yl)-2-methylpropanoate), C(C1=CC=CC=C1)OC[C@H](C#C[Si](CC)(CC)CC)C ((S)-(4-benzyloxy-3-methylbut-1-ynyl)triethylsilane), C(=O)([O-])[O-].[Na+].[Na+] (Na2CO3). Reagents/catalysts: C1=CC=C(C=C1)P([C-]2C=CC=C2)C3=CC=CC=C3.C1=CC=C(C=C1)P([C-]2C=CC=C2)C3=CC=CC=C3.Cl[Pd]Cl.[Fe+2].C(Cl)Cl (Pd(dppf)Cl2·CH2Cl2). Solvent: CN(C=O)C (N,N-dimethylformamide). Run at temperature 90 celsius. The product is C(C1=CC=CC=C1)OC[C@@H](C)C1=C(NC2=NC=C(C=C21)C(C(=O)OC)(C)C)[Si](CC)(CC)CC (Methyl (S)-2-[3-(2-benzyloxy-1-methylethyl)-2-triethylsilyl-1H-pyrrolo[2,3-b]pridin-5-yl]-2-methylpropanoate). Yield: 88.3%. RXN SMILES: [NH2:1][C:2]1[N:7]=[CH:6][C:5]([C:8]([CH3:14])([CH3:13])[C:9]([O:11][CH3:12])=[O:10])=[CH:4][C:3]=1I.[CH2:16]([O:23][CH2:24][C@@H:25]([CH3:35])[C:26]#[C:27][Si:28]([CH2:33][CH3:34])([CH2:31][CH3:32])[CH2:29][CH3:30])[C:17]1[CH:22]=[CH:21][CH:20]=[CH:19][CH:18]=1.C([O-])([O-])=O.[Na+].[Na+]>C1C=CC(P(C2C=CC=CC=2)[C-]2C=CC=C2)=CC=1.C1C=CC(P(C2C=CC=CC=2)[C-]2C=CC=C2)=CC=1.Cl[Pd]Cl.[Fe+2].C(Cl)Cl.CN(C)C=O>[CH2:16]([O:23][CH2:24][C@H:25]([C:26]1[C:3]2[C:2](=[N:7][CH:6]=[C:5]([C:8]([CH3:14])([CH3:13])[C:9]([O:11][CH3:12])=[O:10])[CH:4]=2)[NH:1][C:27]=1[Si:28]([CH2:33][CH3:34])([CH2:29][CH3:30])[CH2:31][CH3:32])[CH3:35])[C:17]1[CH:22]=[CH:21][CH:20]=[CH:19][CH:18]=1 |f:2.3.4,5.6.7.8.9|. Procedure: A vigorously stirred suspension of methyl 2-(6-amino-5-iodopyridin-3-yl)-2-methylpropanoate (4.61 g, 14.4 mmol), (S)-(4-benzyloxy-3-methylbut-1-ynyl)triethylsilane (4.98 g, 17.3 mmol), Pd(dppf)Cl2·CH2Cl2 (0.59 g, 0.72 mmol) LiCl (0.61 g, 14.4 mmol), Na2CO3 (3.82 g, 36.0 mmol) and N,N-dimethylformamide (60 mL) was degassed via three vacuum/nitrogen ingress cycles and the resulting mixture was heated at approximately 90° C. overnight. After cooling to ambient temperature, the reaction mixture was ... Reactants: COC1=CC=C(C=C1)C(C1=CC=C(C=C1)OC)=NOCC(=O)OCC (ethyl di-(4-methoxyphenyl)methyleneamino-oxyacetate), [OH-].[K+] (potassium hydroxide). Run in C(C)O (ethanol), O (water). Run at time 16 hour. Yields the product COC1=CC=C(C=C1)C(C1=CC=C(C=C1)OC)=NOCC(=O)O (di-(4-methoxyphenyl)methyleneamino-oxyacetic acid). Yield: 55.0%. As a reaction SMILES: [CH3:1][O:2][C:3]1[CH:8]=[CH:7][C:6]([C:9](=[N:18][O:19][CH2:20][C:21]([O:23]CC)=[O:22])[C:10]2[CH:15]=[CH:14][C:13]([O:16][CH3:17])=[CH:12][CH:11]=2)=[CH:5][CH:4]=1.[OH-].[K+]>C(O)C.O>[CH3:1][O:2][C:3]1[CH:8]=[CH:7][C:6]([C:9](=[N:18][O:19][CH2:20][C:21]([OH:23])=[O:22])[C:10]2[CH:15]=[CH:14][C:13]([O:16][CH3:17])=[CH:12][CH:11]=2)=[CH:5][CH:4]=1 |f:1.2|. Reported procedure: A solution of ethyl di-(4-methoxyphenyl)methyleneamino-oxyacetate (1.0 g.) in ethanol (20 ml.) and water (5 ml.) containing potassium hydroxide (1.0 g.) was left at ambient temperature for 16 hours. The solution was evaporated and the residue partitioned between ether and water. The aqueous layer was separated and acidified with concentrated hydrochloric acid. The mixture was extracted with ether, the extract dried (MgSO4) and evaporated to give di-(4-methoxyphenyl)methyleneamino-oxyacetic acid ...